describe an organic reaction: reactants, conditions, products, and yield From a dataset of the Open Reaction Database (ORD), a public repository of structured organic reaction records. Starting materials: C([O-])([O-])=O.[K+].[K+] (potassium carbonate), ClC=1C(=NC=CC1)N1NC(C=C1C(=O)OCC)=O (ethyl 1-(3-chloro-2-pyridinyl)-2,3-dihydro-3-oxo-1H-pyrazole-5-carboxylate), ClC=1C(=NC=CC1)N1NC(C=C1C(=O)OCC)=O (ethyl 1-(3-chloro-2-pyridinyl)-2,3-dihydro-3-oxo-1H-pyrazole-5-carboxylate), FC(S(=O)(=O)OCC(F)(F)F)(F)F (2,2,2-trifluoroethyl trifluoromethanesulfonate), O (Water). Run in C(C)#N (acetonitrile). Run at temperature 20 celsius, time 15 minute. The product is ClC=1C(=NC=CC1)N1N=C(C=C1C(=O)OCC)OCC(F)(F)F (ethyl 1-(3-chloro-2-pyridinyl)-3-(2,2,2-trifluoroethoxy)-1H-pyrazole-5-carboxylate), compound. Reaction SMILES: [Cl:1][C:2]1[C:3]([N:8]2[C:12]([C:13]([O:15][CH2:16][CH3:17])=[O:14])=[CH:11][C:10](=[O:18])[NH:9]2)=[N:4][CH:5]=[CH:6][CH:7]=1.C(=O)([O-])[O-].[K+].[K+].FC(F)(F)S(O[CH2:31][C:32]([F:35])([F:34])[F:33])(=O)=O.O>C(#N)C>[Cl:1][C:2]1[C:3]([N:8]2[C:12]([C:13]([O:15][CH2:16][CH3:17])=[O:14])=[CH:11][C:10]([O:18][CH2:31][C:32]([F:35])([F:34])[F:33])=[N:9]2)=[N:4][CH:5]=[CH:6][CH:7]=1 |f:1.2.3|. Reported procedure: To a suspension of ethyl 1-(3-chloro-2-pyridinyl)-2,3-dihydro-3-oxo-1H-pyrazole-5-carboxylate (i.e. product of Step A) (0.8 g, 3 mmol) stirred in dry acetonitrile (15 mL) at −5° C. was added potassium carbonate (0.85 g, 6.15 mmol). The suspension was stirred for 15 minutes at 20° C. The stirred suspension was then cooled to 5° C., and 2,2,2-trifluoroethyl trifluoromethanesulfonate (0.8 g, 3.45 mmol) was added dropwise. The reaction mixture was warmed to room temperature and then heated to reflux...